Dataset: the Open Reaction Database (ORD), a public repository of structured organic reaction records. Task: describe an organic reaction: reactants, conditions, products, and yield Reactants: C(C=C)OC(=O)N1[C@@H]2C(S[C@H](C1)C2)=O ((1S,4S)-5-allyloxycarbonyl-2-thia-5-azabicyclo[2.2.1]heptan-3-one), CC1CCNCC1 (4-methylpiperidine), Cl (hydrochloric acid). The solvent is C(C)(=O)OCC (ethyl acetate), O1CCCC1 (tetrahydrofuran). Run at time 4 hour. Product: C(C=C)OC(=O)N1[C@@H](C[C@@H](C1)S)C(=O)N1CCC(CC1)C (1-[(2S,4S) -1-allyloxycarbonyl-4-mercapto-2-pyrrolidinecarbonyl]-4-methylpiperidine). RXN SMILES: [CH2:1]([O:4][C:5]([N:7]1[CH2:12][C@@H:11]2[CH2:13][C@H:8]1[C:9](=[O:14])[S:10]2)=[O:6])[CH:2]=[CH2:3].[CH3:15][CH:16]1[CH2:21][CH2:20][NH:19][CH2:18][CH2:17]1.Cl>O1CCCC1.C(OCC)(=O)C>[CH2:1]([O:4][C:5]([N:7]1[CH2:12][C@@H:11]([SH:10])[CH2:13][C@H:8]1[C:9]([N:19]1[CH2:20][CH2:21][CH:16]([CH3:15])[CH2:17][CH2:18]1)=[O:14])=[O:6])[CH:2]=[CH2:3]. Procedure details: To a solution of (1S,4S)-5-allyloxycarbonyl-2-thia-5-azabicyclo[2.2.1]heptan-3-one (38.5 mg) in tetrahydrofuran (1 ml) was added 4-methylpiperidine (19.7 mg). The mixture was stirred for 4 hours at room temperature. After the reaction was over, 1N-hydrochloric acid (0.036 ml) was added thereto, and the mixture was diluted with ethyl acetate (2 ml) and dried above magnesium sulfate. Distillation of the solvent, followed by purifying the residue by silica gel chromatography, gave oily 1-[(2S,4S) -... The reactants are C(=O)=O (dry ice), C=CC=C (1,3-butadiene), N(=O)[O-].[Na+] (sodium nitrite), ferric chloride, [Sn] (tin). Run at temperature 75 celsius, time 5 hour. The product is C=CC=C (1,3-butadiene), C(=C)C1CC=CCC1 (4-vinylcyclohexene). As a reaction SMILES: [Sn].N([O-])=O.[Na+].C(=O)=O.[CH2:9]=[CH:10][CH:11]=[CH2:12]>>[CH2:9]=[CH:10][CH:11]=[CH2:12].[CH:10]([CH:11]1[CH2:12][CH2:11][CH:10]=[CH:9][CH2:12]1)=[CH2:9] |f:1.2,^3:0|. Procedure: In a control run, the following reaction mixture was prepared in a Fisher-Porter aerosol compatibility bottle: 0.25 grams (1.5 mmol) of ferric chloride, 0.3 grams (2.5 mg-atom) of tin powder and 0.3 grams (4.5 mmol) of sodium nitrite. The bottle reactor was evacuated then flushed with nitrogen followed by the addition of 10 ml of THF. The mixture was cooled with dry ice and 18.3 grams (339 mmol) of 1,3-butadiene added. This reaction mixture was heated to 75° C. with stirring. During this time, t... The solvent is C(C)#N (acetonitrile), C=O (formaldehyde). Reactants: C1(=CC=CC=C1)S(=O)(=O)N1CC(NC(C1)COC)COC ((3SR,5SR)-1-benzenesulfonyl-3,5-bis-methoxymethyl-piperazine), O (water), C(#N)[BH3-].[Na+] (sodium cyanoborohydride). Reaction SMILES: [C:1]1([S:7]([N:10]2[CH2:15][CH:14]([CH2:16][O:17][CH3:18])[NH:13][CH:12]([CH2:19][O:20][CH3:21])[CH2:11]2)(=[O:9])=[O:8])[CH:6]=[CH:5][CH:4]=[CH:3][CH:2]=1.O.[C:23]([BH3-])#N.[Na+]>C(#N)C.C=O.C(O)(=O)C>[C:1]1([S:7]([N:10]2[CH2:15][CH:14]([CH2:16][O:17][CH3:18])[N:13]([CH3:23])[CH:12]([CH2:19][O:20][CH3:21])[CH2:11]2)(=[O:9])=[O:8])[CH:2]=[CH:3][CH:4]=[CH:5][CH:6]=1 |f:2.3|. Yields the product C1(=CC=CC=C1)S(=O)(=O)N1CC(N(C(C1)COC)C)COC ((2SR,6SR)-4-Benzenesulfonyl-2,6-bis-methoxymethyl-1-methyl-piperazine). Isolated yield 59.8%. Reported procedure: To a mixture of the above described (3SR,5SR)-1-benzenesulfonyl-3,5-bis-methoxymethyl-piperazine (1.68 g, 5.343 mmol) in acetonitrile (40 ml) and 36.5% formaldehyde solution in water (0.653 ml, 8.015 mmol) and 5-7 drops of acetic acid at 23° C. was added sodium cyanoborohydride (1.679 g, 26.71 mmol) and the mixture was stirred at 23° C. for 1.5 h. Poured onto water and extracted twice with ethyl acetate, dried the organic layer over sodium sulfate, filtered off, evaporated all volatiles totally ... The reagents and catalysts are C(C)(=O)O (acetic acid). Run at temperature 23 celsius, time 1.5 hour.